From a dataset of the Open Reaction Database (ORD), a public repository of structured organic reaction records. describe an organic reaction: reactants, conditions, products, and yield Starting materials: FC(F)(F)c1ccc2nc(Cl)cnc2c1, Cc1ccc(C(F)(F)F)c(C(=O)N2CCC(N)C2)c1. Product: Cc1ccc(C(F)(F)F)c(C(=O)N2CCC(Nc3cnc4cc(C(F)(F)F)ccc4n3)C2)c1. Reaction SMILES: [Cl:1][c:2]1[n:3][c:4]2[cH:5][cH:6][c:7]([C:12]([F:13])([F:14])[F:15])[cH:8][c:9]2[n:10][cH:11]1.[NH2:16][CH:17]1[CH2:18][N:19]([C:22](=[O:23])[c:24]2[c:25]([C:31]([F:32])([F:33])[F:34])[cH:26][cH:27][c:28]([CH3:30])[cH:29]2)[CH2:20][CH2:21]1>>[c:2]1([NH:16][CH:17]2[CH2:18][N:19]([C:22](=[O:23])[c:24]3[c:25]([C:31]([F:32])([F:33])[F:34])[cH:26][cH:27][c:28]([CH3:30])[cH:29]3)[CH2:20][CH2:21]2)[n:3][c:4]2[cH:5][cH:6][c:7]([C:12]([F:13])([F:14])[F:15])[cH:8][c:9]2[n:10][cH:11]1. Reactants: C(C)(C)(C)NC1=NC2=C(C=CC=C2N=C1C)B1OC(C(O1)(C)C)(C)C (N-(tert-butyl)-3-methyl-8-(4,4,5,5-tetramethyl-1,3,2-dioxaborolan-2-yl)quinoxalin-2-amine), CC(C)C1=CC(=C(C(=C1)C(C)C)C2=C(C=CC=C2)P(C3CCCCC3)C4CCCCC4)C(C)C (XPhos), BrC=1C=C2N(CCN(C2=O)CC2=C(C=C(C=C2)OC)OC)C1 (7-bromo-2-(2,4-dimethoxybenzyl)-3,4-dihydropyrrolo[1,2-a]pyrazin-1(2H)-one), P(=O)([O-])([O-])[O-].[K+].[K+].[K+] (potassium phosphate), [OH-].[Na+] (NaOH). Reagents/catalysts: C=1C=CC(=CC1)/C=C/C(=O)/C=C/C2=CC=CC=C2.C=1C=CC(=CC1)/C=C/C(=O)/C=C/C2=CC=CC=C2.C=1C=CC(=CC1)/C=C/C(=O)/C=C/C2=CC=CC=C2.[Pd].[Pd] (Pd2(dba)3). Solvent: O1CCOCC1 (dioxane), O (water). Reaction conditions: temperature 135 celsius. Yields the product C(C)(C)(C)NC=1C(=NC2=CC=CC(=C2N1)C=1C=C2N(CCN(C2=O)CC2=C(C=C(C=C2)OC)OC)C1)C (7-(3-(tert-butylamino)-2-methylquinoxalin-5-yl)-2-(2,4-dimethoxybenzyl)-3,4-dihydropyrrolo[1,2-a]pyrazin-1(2H)-one). Isolated yield 26.1%. Reaction SMILES: [C:1]([NH:5][C:6]1[C:15]([CH3:16])=[N:14][C:13]2[C:8](=[C:9](B3OC(C)(C)C(C)(C)O3)[CH:10]=[CH:11][CH:12]=2)[N:7]=1)([CH3:4])([CH3:3])[CH3:2].CC(C1C=C(C(C)C)C(C2C=CC=CC=2P(C2CCCCC2)C2CCCCC2)=C(C(C)C)C=1)C.Br[C:61]1[CH:62]=[C:63]2[C:68](=[O:69])[N:67]([CH2:70][C:71]3[CH:76]=[CH:75][C:74]([O:77][CH3:78])=[CH:73][C:72]=3[O:79][CH3:80])[CH2:66][CH2:65][N:64]2[CH:81]=1.P([O-])([O-])([O-])=O.[K+].[K+].[K+].[OH-].[Na+]>O1CCOCC1.O.C1C=CC(/C=C/C(/C=C/C2C=CC=CC=2)=O)=CC=1.C1C=CC(/C=C/C(/C=C/C2C=CC=CC=2)=O)=CC=1.C1C=CC(/C=C/C(/C=C/C2C=CC=CC=2)=O)=CC=1.[Pd].[Pd]>[C:1]([NH:5][C:6]1[C:15]([CH3:16])=[N:14][C:13]2[C:8]([N:7]=1)=[C:9]([C:61]1[CH:62]=[C:63]3[C:68](=[O:69])[N:67]([CH2:70][C:71]4[CH:76]=[CH:75][C:74]([O:77][CH3:78])=[CH:73][C:72]=4[O:79][CH3:80])[CH2:66][CH2:65][N:64]3[CH:81]=1)[CH:10]=[CH:11][CH:12]=2)([CH3:2])([CH3:3])[CH3:4] |f:3.4.5.6,7.8,11.12.13.14.15|. Reported procedure: A mixture of N-(tert-butyl)-3-methyl-8-(4,4,5,5-tetramethyl-1,3,2-dioxaborolan-2-yl)quinoxalin-2-amine (Example 174b; 187 mg, 0.55 mmol), XPhos (Strem, Newburyport, Mass.; 13 mg, 0.027 mmol), Pd2(dba)3 (12 mg, 0.014 mmol), 7-bromo-2-(2,4-dimethoxybenzyl)-3,4-dihydropyrrolo[1,2-a]pyrazin-1(2H)-one (Example 165b; 167 mg, 0.46 mmol) and potassium phosphate (291 mg, 1.37 mmol) in 2 mL of dioxane and 0.5 mL of water was heated in a microwave at 135° C. for 45 min. The mixture was then treated with 2 ... Reactants: OCCCBr, O=C([O-])[O-], CN(C)C(=O)C1CCCN1, CC#N, [K+], [K+]. Product: CN(C)C(=O)C1CCCN1CCCO. As a reaction SMILES: [Br:11][CH2:12][CH2:13][CH2:14][OH:15].[C:16](=[O:17])([O-:18])[O-:19].[CH3:1][N:2]([C:3](=[O:4])[CH:5]1[NH:6][CH2:7][CH2:8][CH2:9]1)[CH3:10].[CH3:22][C:23]#[N:24].[K+:20].[K+:21]>>[CH3:1][N:2]([C:3](=[O:4])[CH:5]1[N:6]([CH2:12][CH2:13][CH2:14][OH:15])[CH2:7][CH2:8][CH2:9]1)[CH3:10]. The reactants are ClCCl, O=S(Cl)Cl, CC(O)c1nc2ccccc2s1. Yields the product CC(Cl)c1nc2ccccc2s1. RXN SMILES: [CH2:17]([Cl:18])[Cl:19].[S:13]([Cl:14])([Cl:15])=[O:16].[s:1]1[c:2]([CH:10]([CH3:11])[OH:12])[n:3][c:4]2[c:5]1[cH:6][cH:7][cH:8][cH:9]2>>[s:1]1[c:2]([CH:10]([CH3:11])[Cl:15])[n:3][c:4]2[c:5]1[cH:6][cH:7][cH:8][cH:9]2. Reactants: COC1=C(C(=O)O)C=C(C=C1)CSC (2-methoxy-5-(methylthiomethyl)benzoic acid), Cl.C(C)OCCN1C(=NC2=C1C=CC=C2)NC2CCN(CC2)CCC2(CNCC2)C2=CC=CC=C2 (3-(2-(4-(1-(2-ethoxyethyl)-1H-benzimidazol-2-yl-amino)piperidin-1-yl)ethyl)-3-phenylpyrrolidine hydrochloric acid salt). Yields the product COC1=C(C(=O)N2CC(CC2)(C2=CC=CC=C2)CCN2CCC(CC2)NC2=NC3=C(N2CCOCC)C=CC=C3)C=C(C=C1)CSC (1-(2-methoxy-5-(methylthiomethyl)benzoyl)-3-(2-(4-(1-(2-ethoxyethyl)-1H-benzimidazol-2-yl-amino)piperidin-1-yl)ethyl)-3-phenylpyrrolidine). As a reaction SMILES: [CH3:1][O:2][C:3]1[CH:11]=[CH:10][C:9]([CH2:12][S:13][CH3:14])=[CH:8][C:4]=1[C:5]([OH:7])=O.Cl.[CH2:16]([O:18][CH2:19][CH2:20][N:21]1[C:25]2[CH:26]=[CH:27][CH:28]=[CH:29][C:24]=2[N:23]=[C:22]1[NH:30][CH:31]1[CH2:36][CH2:35][N:34]([CH2:37][CH2:38][C:39]2([C:44]3[CH:49]=[CH:48][CH:47]=[CH:46][CH:45]=3)[CH2:43][CH2:42][NH:41][CH2:40]2)[CH2:33][CH2:32]1)[CH3:17]>>[CH3:1][O:2][C:3]1[CH:11]=[CH:10][C:9]([CH2:12][S:13][CH3:14])=[CH:8][C:4]=1[C:5]([N:41]1[CH2:42][CH2:43][C:39]([CH2:38][CH2:37][N:34]2[CH2:35][CH2:36][CH:31]([NH:30][C:22]3[N:21]([CH2:20][CH2:19][O:18][CH2:16][CH3:17])[C:25]4[CH:26]=[CH:27][CH:28]=[CH:29][C:24]=4[N:23]=3)[CH2:32][CH2:33]2)([C:44]2[CH:49]=[CH:48][CH:47]=[CH:46][CH:45]=2)[CH2:40]1)=[O:7] |f:1.2|. Reported procedure: Prepare by the method of Example 59.1 using 2-methoxy-5-(methylthiomethyl)benzoic acid and 3-(2-(4-(1-(2-ethoxyethyl)-1H-benzimidazol-2-yl-amino)piperidin-1-yl)ethyl)-3-phenylpyrrolidine hydrochloric acid salt (prepared from (−)-3-phenyl-3-(2-hydroxyethyl)pyrrolidine (R,R)-di-p-anisoyltartaric acid salt) to give the title compound.